Dataset: the Open Reaction Database (ORD), a public repository of structured organic reaction records. Task: describe an organic reaction: reactants, conditions, products, and yield The reactants are C1(CCCCC1)SC(C#N)C1=CC(=C(C=C1)OC)OC (α-(Cyclohexylthio)-3,4-dimethoxybenzeneacetonitrile), [H-].[Na+] (sodium hydride), O (water), BrCCCCCBr (1,5-dibromopentane). Solvent: O1CCCC1 (tetrahydrofuran). Reaction conditions: time 1 hour. The product is BrCCCCCC(C#N)(C1=CC(=C(C=C1)OC)OC)SC1CCCCC1 (α-(5-Bromopentyl)-α-(cyclohexylthio)-3,4-dimethoxybenzeneacetonitrile). RXN SMILES: [CH:1]1([S:7][CH:8]([C:11]2[CH:16]=[CH:15][C:14]([O:17][CH3:18])=[C:13]([O:19][CH3:20])[CH:12]=2)[C:9]#[N:10])[CH2:6][CH2:5][CH2:4][CH2:3][CH2:2]1.[H-].[Na+].[Br:23][CH2:24][CH2:25][CH2:26][CH2:27][CH2:28]Br.O>O1CCCC1>[Br:23][CH2:24][CH2:25][CH2:26][CH2:27][CH2:28][C:8]([S:7][CH:1]1[CH2:2][CH2:3][CH2:4][CH2:5][CH2:6]1)([C:11]1[CH:16]=[CH:15][C:14]([O:17][CH3:18])=[C:13]([O:19][CH3:20])[CH:12]=1)[C:9]#[N:10] |f:1.2|. Procedure: To a solution of 7.57 g of product from Example 82 in 180 ml of anhydrous tetrahydrofuran, under argon, is added 1.3 g of 50% sodium hydride in oil. The mixture is stirred at room temperature for 1 hour; followed by the addition of 10.6 ml of 1,5-dibromopentane and the stirring is continued for 4 hours at room temperature. The reaction mixture is poured into 450 ml of water and extracted with diethyl ether. The organic layer is washed with saturated sodium chloride, dried, filtered and concentra... The reactants are O=C([O-])[O-], CN(C)C=O, ClCc1nc2ccccc2[nH]1, [Cs+], [Cs+], Fc1cccnc1N1CCNCC1. Yields the product Fc1cccnc1N1CCN(Cc2nc3ccccc3[nH]2)CC1. Reaction SMILES: [C:25](=[O:26])([O-:27])[O-:28].[CH3:31][N:32]([CH3:33])[CH:34]=[O:35].[Cl:14][CH2:15][c:16]1[n:17][c:18]2[c:19]([nH:20]1)[cH:21][cH:22][cH:23][cH:24]2.[Cs+:29].[Cs+:30].[F:1][c:2]1[c:3]([N:8]2[CH2:9][CH2:10][NH:11][CH2:12][CH2:13]2)[n:4][cH:5][cH:6][cH:7]1>>[F:1][c:2]1[c:3]([N:8]2[CH2:9][CH2:10][N:11]([CH2:15][c:16]3[n:17][c:18]4[c:19]([nH:20]3)[cH:21][cH:22][cH:23][cH:24]4)[CH2:12][CH2:13]2)[n:4][cH:5][cH:6][cH:7]1. Starting materials: N(=O)[O-].[Na+] (sodium nitrite), 2-L, NC12CCC(CC1)(C2)C(=O)O (4-aminobicyclo[2.2.1]heptane-1-carboxylic acid), C(C)(=O)O (acetic acid), [OH-].[K+] (potassium hydroxide). Solvent: O (water), CO.C(C)(=O)OCC (methanol ethyl acetate), CO (methanol). Conditions: temperature 10 celsius, time 8 hour. Product: OC12CCC(CC1)(C2)C(=O)O (4-hydroxybicyclo[2.2.1]heptane-1-carboxylic acid). The yield is 94.0%. RXN SMILES: N[C:2]12[CH2:8][C:5]([C:9]([OH:11])=[O:10])([CH2:6][CH2:7]1)[CH2:4][CH2:3]2.C(O)(=[O:14])C.N([O-])=O.[Na+].[OH-].[K+]>O.CO.CO.C(OCC)(=O)C>[OH:14][C:2]12[CH2:8][C:5]([C:9]([OH:11])=[O:10])([CH2:6][CH2:7]1)[CH2:4][CH2:3]2 |f:2.3,4.5,8.9|. Procedure details: A 2-L, 3-neck, round bottom flask was equipped with a mechanical stirrer, a reflux condenser, a J-KEM temperature controller, and a nitrogen inlet. The flask was charged with 4-aminobicyclo[2.2.1]heptane-1-carboxylic acid (56.3 g, 363 mmol) and 10% aqueous acetic acid (340 mL). The reaction mixture was cooled to 10° C. and was slowly treated over 45 min with sodium nitrite (75.0 g, 1.088 mol) in water (125 mL) via addition funnel. A significant amount of gas evolution was observed and the reacti... Starting materials: C(C)(=O)O[C@H]1[C@@H](O[C@@]([C@H]1OC(C)=O)(COC(C1=CC=CC=C1)=O)C)N1C2=NC=NC(=C2N=C1)N (9-(2,3-di-O-acetyl-5-O-benzoyl-4-C-methyl-β-D-ribofuranosyl)adenine). Run in N (ammonia). The product is C[C@]1([C@H]([C@H]([C@@H](O1)N1C2=NC=NC(=C2N=C1)N)O)O)CO (9-(4-C-methyl-β-D-ribofuranosyl) adenine). Isolated yield 94.7%. As a reaction SMILES: C([O:4][C@@H:5]1[C@H:9]([O:10]C(=O)C)[C@@:8]([CH3:24])([CH2:14][O:15]C(=O)C2C=CC=CC=2)[O:7][C@H:6]1[N:25]1[CH:33]=[N:32][C:31]2[C:26]1=[N:27][CH:28]=[N:29][C:30]=2[NH2:34])(=O)C>N>[CH3:24][C@:8]1([CH2:14][OH:15])[O:7][C@@H:6]([N:25]2[CH:33]=[N:32][C:31]3[C:26]2=[N:27][CH:28]=[N:29][C:30]=3[NH2:34])[C@H:5]([OH:4])[C@@H:9]1[OH:10]. Procedure: A solution of 20 (970 mg, 2.08 mmol) in methanolic ammonia (previously saturated at −10° C.) (50 mL) was stirred at room temperature overnight. The solvent was evaporated under reduced pressure and the residue was partitioned between methylene chloride (100 ml) and water (100 ml). The aqueous layer was washed with methylene chloride (2×100 mL), and concentrated under reduced pressure. The residue was purified by silica gel column chromatography [eluent: stepwise gradient of methanol (10–30%) in ... Starting materials: ClC1=NC=NC(=C1)Cl (4,6-dichloropyrimidine), SC1=CC2=C(NC(O2)=O)C(=C1)C (6-mercapto-4-methyl-3H-benzoxazol-2-one), CCN(C(C)C)C(C)C (DIPEA). Solvent: C(Cl)Cl (DCM). Run at temperature 40 celsius, time 8 hour. The product is ClC1=CC(=NC=N1)SC1=CC2=C(NC(O2)=O)C(=C1)C (6-(6-chloro-pyrimidin-4-ylsulphanyl)-4-methyl-3H-benzoxazol-2-one). Reaction SMILES: Cl[C:2]1[CH:7]=[C:6]([Cl:8])[N:5]=[CH:4][N:3]=1.[SH:9][C:10]1[CH:19]=[C:18]([CH3:20])[C:13]2[NH:14][C:15](=[O:17])[O:16][C:12]=2[CH:11]=1.CCN(C(C)C)C(C)C>C(Cl)Cl>[Cl:8][C:6]1[N:5]=[CH:4][N:3]=[C:2]([S:9][C:10]2[CH:19]=[C:18]([CH3:20])[C:13]3[NH:14][C:15](=[O:17])[O:16][C:12]=3[CH:11]=2)[CH:7]=1. Procedure details: 820 mg (5.50 mmol) 4,6-dichloropyrimidine, 1.00 g (5.50 mmol) 6-mercapto-4-methyl-3H-benzoxazol-2-one and 5.00 mL (29.1 mmol) DIPEA were combined in 20 mL DCM and stirred overnight at 40° C. The reaction mixture was evaporated down, the residue was taken up in EtOAc and combined with sodium hydrogen carbonate solution. The precipitate formed was suction filtered, washed with copious amounts of water and dried.